Dataset: the Open Reaction Database (ORD), a public repository of structured organic reaction records. Task: describe an organic reaction: reactants, conditions, products, and yield Reactants: N1=CC=CC=C1 (pyridine), CS(=O)(=O)Cl (methanesulfonyl chloride), FC1=CC=C(C=C1)C1=CC(OC2=CC(=CC=C12)N)(C)C ([4-(4-fluorophenyl)-2,2-dimethyl-2H-chromen-7-yl]amine). Solvent: C(Cl)(Cl)Cl (chloroform). Reaction conditions: time 2 hour. Product: FC1=CC=C(C=C1)C1=CC(OC2=CC(=CC=C12)NS(=O)(=O)C)(C)C (N-[4-(4-fluorophenyl)-2,2-dimethyl-2H-chromen-7-yl]methanesulfonamide). Reaction SMILES: N1C=CC=CC=1.[CH3:7][S:8](Cl)(=[O:10])=[O:9].[F:12][C:13]1[CH:18]=[CH:17][C:16]([C:19]2[C:28]3[C:23](=[CH:24][C:25]([NH2:29])=[CH:26][CH:27]=3)[O:22][C:21]([CH3:31])([CH3:30])[CH:20]=2)=[CH:15][CH:14]=1>C(Cl)(Cl)Cl>[F:12][C:13]1[CH:18]=[CH:17][C:16]([C:19]2[C:28]3[C:23](=[CH:24][C:25]([NH:29][S:8]([CH3:7])(=[O:10])=[O:9])=[CH:26][CH:27]=3)[O:22][C:21]([CH3:31])([CH3:30])[CH:20]=2)=[CH:15][CH:14]=1. Reported procedure: Under ice-cooling, pyridine (90 μL) and methanesulfonyl chloride (60 μL) were added dropwise to a solution of [4-(4-fluorophenyl)-2,2-dimethyl-2H-chromen-7-yl]amine (a compound of Reference Example 5(5), 100 mg) in chloroform (3 mL), and the mixture was stirred at room temperature for 2 hours. The reaction mixture was purified by column chromatography on NH-silica gel (Chromatorex NH-silica gel, Solvent: chloroform/methanol=100/0 to 90/10) to give the titled compound (123 mg) as a colorless powd... The reactants are NC1=C2C(=NC=N1)N(N=C2C2=CC=C(C=C2)OC2=CC(=CC=C2)F)C[C@@H]2N(CCC2)C(=O)OC(C)(C)C (tert-butyl (2R)-2-([4-amino-3-[4-(3-fluorophenoxy)phenyl]-1H-pyrazolo[3,4-d]pyrimidin-1-yl]methyl)pyrrolidine-1-carboxylate), FC(C(=O)O)(F)F (trifluoroacetic acid). The solvent is ClCCl (dichloromethane). Run at time 10 minute. The product is FC=1C=C(OC2=CC=C(C=C2)C2=NN(C3=NC=NC(=C32)N)C[C@@H]3NCCC3)C=CC1 (3-[4-(3-fluorophenoxy)phenyl]-1-[(2R)-pyrrolidin-2-ylmethyl]-1H-pyrazolo[3,4-d]pyrimidin-4-amine). Yield: 98.9%. As a reaction SMILES: [NH2:1][C:2]1[N:7]=[CH:6][N:5]=[C:4]2[N:8]([CH2:25][C@H:26]3[CH2:30][CH2:29][CH2:28][N:27]3C(OC(C)(C)C)=O)[N:9]=[C:10]([C:11]3[CH:16]=[CH:15][C:14]([O:17][C:18]4[CH:23]=[CH:22][CH:21]=[C:20]([F:24])[CH:19]=4)=[CH:13][CH:12]=3)[C:3]=12.FC(F)(F)C(O)=O>ClCCl>[F:24][C:20]1[CH:19]=[C:18]([CH:23]=[CH:22][CH:21]=1)[O:17][C:14]1[CH:15]=[CH:16][C:11]([C:10]2[C:3]3[C:4](=[N:5][CH:6]=[N:7][C:2]=3[NH2:1])[N:8]([CH2:25][C@H:26]3[CH2:30][CH2:29][CH2:28][NH:27]3)[N:9]=2)=[CH:12][CH:13]=1. Procedure details: Into a 100-mL round-bottom flask, was placed a solution of tert-butyl (2R)-2-([4-amino-3-[4-(3-fluorophenoxy)phenyl]-1H-pyrazolo[3,4-d]pyrimidin-1-yl]methyl)pyrrolidine-1-carboxylate (270 mg, 0.54 mmol, 1.00 equiv) in dichloromethane (50 mL). This was followed by the addition of trifluoroacetic acid (10 mL) dropwise with stirring over 10 min. The resulting solution was stirred for 3 h at 25° C. The resulting mixture was concentrated under vacuum to give 0.216 g (crude) of 3-[4-(3-fluorophenoxy)p... Reactants: FC=1C=C2C(C(=C3N(C2=C(C1N1CCNCC1)F)C(S3)C)C(=O)OCC)=O (ethyl 6,8-difluoro-1-methyl-4-oxo-7-(1-piperazinyl)-4H-[1,3]thiazeto[3,2-a]quinoline-3-carboxylate), solution, [OH-].[K+] (potassium hydroxide), C(C)(C)(C)O (tert-butanol). Solvent: O (water). Reaction conditions: temperature 60 celsius, time 30 minute. Product: FC=1C=C2C(C(=C3N(C2=C(C1N1CCNCC1)F)C(S3)C)C(=O)O)=O (6,8-Difluoro-1-methyl-4-oxo-7-(1-piperazinyl)-4H-[1,3]thiazeto[3,2-a]quinoline-3-carboxylic acid). The yield is 92.6%. Reaction SMILES: [F:1][C:2]1[CH:3]=[C:4]2[C:9](=[C:10]([F:18])[C:11]=1[N:12]1[CH2:17][CH2:16][NH:15][CH2:14][CH2:13]1)[N:8]1[CH:19]([CH3:21])[S:20][C:7]1=[C:6]([C:22]([O:24]CC)=[O:23])[C:5]2=[O:27].[OH-].[K+].C(O)(C)(C)C>O>[F:1][C:2]1[CH:3]=[C:4]2[C:9](=[C:10]([F:18])[C:11]=1[N:12]1[CH2:13][CH2:14][NH:15][CH2:16][CH2:17]1)[N:8]1[CH:19]([CH3:21])[S:20][C:7]1=[C:6]([C:22]([OH:24])=[O:23])[C:5]2=[O:27] |f:1.2|. Procedure details: To 0.5 g of ethyl 6,8-difluoro-1-methyl-4-oxo-7-(1-piperazinyl)-4H-[1,3]thiazeto[3,2-a]quinoline-3-carboxylate was added 10 ml of 5% solution of potassium hydroxide in a 3:1 mixture of tert-butanol and water and the mixture was stirred at 60° C. for 30 minutes. tert-Butanol was evaporated therefrom in vacuo and the residue was neutralized with acetic acid. After cooling, the crystals separated out therefrom were collected by filtration, washed with water and then washed with acetone and ether to...